This data is from the Open Reaction Database (ORD), a public repository of structured organic reaction records. The task is: describe an organic reaction: reactants, conditions, products, and yield Starting materials: COC=1C(=NC=CC1)CCCCN (4-(3-methoxy-2-pyridinyl)butylamine), CC1=C(N=CN1)CSCCN (2-[(5-methyl-4-imidazolylmethyl)thio]ethylamine), S1C(=NC=C1)CSCCN (2-[(2-thiazolylmethyl)thio]ethylamine), ClC1=NC=C(C(=N1)OCC)CC=1C=NC(=CC1)C (2-chloro-4-ethoxy-5-[(6-methyl-3-pyridinyl)methyl]pyrimidine). Product: C(C)OC1=NC(=NC=C1CC=1C=NC(=CC1)C)NCCCCC1=NC=CC=C1OC (4-ethoxy-5-[(6-methyl-3-pyridinyl)methyl]-2-[[4-(3-methoxy-2-pyridinyl)butyl]amino]pyrimidine), N1=CN=CC=C1 (pyrimidine), C(C)OC1=NC(=NC=C1CC=1C=NC(=CC1)C)NCCSCC=1SC=CN1 (4-ethoxy-2-[[2-[(2-thiazolylmethyl)thio]ethyl]amino]-5-[(6-methyl-3-pyridinyl)methyl]pyrimidine), N1C=NC(C=C1)=O (4-(lH)-pyrimidinone). RXN SMILES: [CH3:1][O:2][C:3]1[C:4]([CH2:9][CH2:10][CH2:11][CH2:12][NH2:13])=[N:5][CH:6]=[CH:7][CH:8]=1.C[C:15]1[NH:19][CH:18]=[N:17][C:16]=1[CH2:20]SCCN.[S:25]1[CH:29]=[CH:28][N:27]=[C:26]1[CH2:30][S:31][CH2:32][CH2:33][NH2:34].Cl[C:36]1[N:41]=[C:40]([O:42][CH2:43][CH3:44])[C:39]([CH2:45][C:46]2[CH:47]=[N:48][C:49]([CH3:52])=[CH:50][CH:51]=2)=[CH:38][N:37]=1>>[CH2:43]([O:42][C:40]1[C:39]([CH2:45][C:46]2[CH:47]=[N:48][C:49]([CH3:52])=[CH:50][CH:51]=2)=[CH:38][N:37]=[C:36]([NH:13][CH2:12][CH2:11][CH2:10][CH2:9][C:4]2[C:3]([O:2][CH3:1])=[CH:8][CH:7]=[CH:6][N:5]=2)[N:41]=1)[CH3:44].[N:17]1[CH:16]=[CH:20][CH:15]=[N:19][CH:18]=1.[CH2:43]([O:42][C:40]1[C:39]([CH2:45][C:46]2[CH:47]=[N:48][C:49]([CH3:52])=[CH:50][CH:51]=2)=[CH:38][N:37]=[C:36]([NH:34][CH2:33][CH2:32][S:31][CH2:30][C:26]2[S:25][CH:29]=[CH:28][N:27]=2)[N:41]=1)[CH3:44].[NH:37]1[CH:38]=[CH:39][C:40](=[O:42])[N:41]=[CH:36]1. Procedure details: This compound (1 g in each run) is reacted with an excess of 4-(3-methoxy-2-pyridinyl)butylamine, 2-[(5-methyl-4-imidazolylmethyl)thio]ethylamine or 2-[(2-thiazolylmethyl)thio]ethylamine in the last two reactions of Example 1 to give 4-ethoxy-5-[(6-methyl-3-pyridinyl)methyl]-2-[[4-(3-methoxy-2-pyridinyl)butyl]amino]pyrimidine, 4-ethoxy-5-[(6-methyl-3-pyridinyl)methyl]-2[2-[(5-methyl-4-imidazolylmethyl)thio]ethyl]amino]pyrimidine and 4-ethoxy-2-[[2-[(2-thiazolylmethyl)thio]ethyl]amino]-5-[(6-meth... The reactants are C1(CCCCC1)O (cyclohexanol), C1(CCCCC1)=O (cyclohexanone), O=O (oxygen), C(C)=O (acetaldehyde), O=O (oxygen), C(C)=O (acetaldehyde), C1CCCCC1 (cyclohexane), CC(=O)[O-].CC(=O)[O-].[Cu+2] (Cu(OAc)2), C(C)=O (acetaldehyde), C(C1=CC=CC=C1)#N (benzonitrile). Solvent: ClCCl (dichloromethane). Run at temperature 25 celsius, time 48 hour. The product is CC(=O)[O-].CC(=O)[O-].[Cu+2].C(C)=O.C(C1=CC=CC=C1)#N (Cu(OAc)2 acetaldehyde benzonitrile). RXN SMILES: C1CCCCC1.[CH3:7][C:8]([O-:10])=[O:9].[CH3:11][C:12]([O-:14])=[O:13].[Cu+2:15].[CH:16](=[O:18])[CH3:17].O=O.C1(O)CCCCC1.C1(=O)CCCCC1.[C:35](#[N:42])[C:36]1[CH:41]=[CH:40][CH:39]=[CH:38][CH:37]=1>ClCCl>[CH3:7][C:8]([O-:10])=[O:9].[CH3:11][C:12]([O-:14])=[O:13].[Cu+2:15].[CH:16](=[O:18])[CH3:17].[C:35](#[N:42])[C:36]1[CH:41]=[CH:40][CH:39]=[CH:38][CH:37]=1 |f:1.2.3,10.11.12.13.14|. Procedure details: After cyclohexane (40 mmol), Cu(OAc)2 (2.5×10−3 mmol), acetaldehyde (4.0 mmol), benzonitrile (2.5 ml) and dichloromethane (2.5 ml) were charged into a 25-ml eggplant-type flask, and an oxygen balloon was attached to the flask for supplying oxygen at 1 atm. Then, the mixture was stirred at 25° C. for 48 hours. The reaction mixture was analyzed with the gas chromatography, which revealed that the yield of cyclohexanol was 9% (relative to 1 equivalent of acetaldehyde), that of cyclohexanone was 29%... Starting materials: CC(C)(C)OC(=O)N1CCC(C=CC(=O)c2ccc([N+](=O)[O-])cc2)CC1, ClCCl, O=C(O)C(F)(F)F. Product: O=C(C=CC1CCNCC1)c1ccc([N+](=O)[O-])cc1. Reaction SMILES: [C:8]([O:9][C:10](=[O:11])[N:15]1[CH2:16][CH2:17][CH:18]([CH:21]=[CH:22][C:23](=[O:24])[c:25]2[cH:26][cH:27][c:28]([N+:31](=[O:32])[O-:33])[cH:29][cH:30]2)[CH2:19][CH2:20]1)([CH3:12])([CH3:13])[CH3:14].[CH2:34]([Cl:35])[Cl:36].[OH:1][C:2]([C:3]([F:4])([F:5])[F:6])=[O:7]>>[NH:15]1[CH2:16][CH2:17][CH:18]([CH:21]=[CH:22][C:23](=[O:24])[c:25]2[cH:26][cH:27][c:28]([N+:31](=[O:32])[O-:33])[cH:29][cH:30]2)[CH2:19][CH2:20]1. Reactants: ClCCl, CN(C)C=O, O=S(Cl)Cl, CCC(C(=O)O)c1ccccc1. The product is CCC(C(=O)Cl)c1ccccc1. As a reaction SMILES: [Cl:22][CH2:23][Cl:24].[O:17]=[CH:18][N:19]([CH3:20])[CH3:21].[S:1]([Cl:2])([Cl:3])=[O:4].[c:5]1([CH:11]([C:12](=[O:13])[OH:14])[CH2:15][CH3:16])[cH:6][cH:7][cH:8][cH:9][cH:10]1>>[Cl:3][C:12]([CH:11]([c:5]1[cH:6][cH:7][cH:8][cH:9][cH:10]1)[CH2:15][CH3:16])=[O:13]. The reactants are OCCCCCCCCCCCCBr, CC(C)OC(=O)N=NC(=O)OC(C)C, O=C1NC(=O)c2ccccc21, C1CCOC1, c1ccc(P(c2ccccc2)c2ccccc2)cc1. The product is O=C1c2ccccc2C(=O)N1CCCCCCCCCCCCBr. Reaction SMILES: [Br:1][CH2:2][CH2:3][CH2:4][CH2:5][CH2:6][CH2:7][CH2:8][CH2:9][CH2:10][CH2:11][CH2:12][CH2:13][OH:14].[N:45]([C:46]([O:47][CH:48]([CH3:49])[CH3:50])=[O:51])=[N:52][C:53]([O:54][CH:55]([CH3:56])[CH3:57])=[O:58].[O:34]=[C:35]1[NH:36][C:37](=[O:38])[c:39]2[cH:40][cH:41][cH:42][cH:43][c:44]21.[O:59]1[CH2:60][CH2:61][CH2:62][CH2:63]1.[c:15]1([P:16]([c:17]2[cH:18][cH:19][cH:20][cH:21][cH:22]2)[c:23]2[cH:24][cH:25][cH:26][cH:27][cH:28]2)[cH:29][cH:30][cH:31][cH:32][cH:33]1>>[Br:1][CH2:2][CH2:3][CH2:4][CH2:5][CH2:6][CH2:7][CH2:8][CH2:9][CH2:10][CH2:11][CH2:12][CH2:13][N:36]1[C:35](=[O:34])[c:44]2[c:39]([cH:40][cH:41][cH:42][cH:43]2)[C:37]1=[O:38]. Reactants: CCOC(C)=O, CO, [Mg], O=C1NC(=O)C(c2cn3c4c(cccc24)CC3)=C1c1c[nH]c2ccccc12. Product: O=C1NC(=O)C(c2cn3c4c(cccc24)CC3)C1c1c[nH]c2ccccc12. As a reaction SMILES: [CH3:29][CH2:30][O:31][C:32](=[O:33])[CH3:34].[CH3:35][OH:36].[Mg:28].[c:1]1([C:12]2=[C:16]([c:17]3[cH:18][nH:19][c:20]4[cH:21][cH:22][cH:23][cH:24][c:25]34)[C:15](=[O:26])[NH:14][C:13]2=[O:27])[cH:2][n:3]2[c:4]3[c:5]([cH:6][cH:7][cH:8][c:9]13)[CH2:10][CH2:11]2>>[c:1]1([CH:12]2[C:13](=[O:27])[NH:14][C:15](=[O:26])[CH:16]2[c:17]2[cH:18][nH:19][c:20]3[cH:21][cH:22][cH:23][cH:24][c:25]23)[cH:2][n:3]2[c:4]3[c:5]([cH:6][cH:7][cH:8][c:9]13)[CH2:10][CH2:11]2. Reactants: C(C)(C)OC(C)C (isopropyl ether), Cl (hydrogen chloride), C(C)C1=NN=C(N1C1=CC=CC=C1)C1=CC=C(C=C1)OC (3-ethyl-5-(4-methoxy-phenyl)-4-phenyl-4H-1,2,4-triazole). Run in C(C)O (ethanol), C(C)O (ethanol). The product is Cl.C(C)C1=NN=C(N1C1=CC=CC=C1)C1=CC=C(C=C1)OC (3-ethyl-5-(4-methoxyphenyl)-4-phenyl-4H-1,2,4-triazole hydrochloride). Reaction SMILES: [ClH:1].[CH2:2]([C:4]1[N:8]([C:9]2[CH:14]=[CH:13][CH:12]=[CH:11][CH:10]=2)[C:7]([C:15]2[CH:20]=[CH:19][C:18]([O:21][CH3:22])=[CH:17][CH:16]=2)=[N:6][N:5]=1)[CH3:3].C(OC(C)C)(C)C>C(O)C>[ClH:1].[CH2:2]([C:4]1[N:8]([C:9]2[CH:10]=[CH:11][CH:12]=[CH:13][CH:14]=2)[C:7]([C:15]2[CH:16]=[CH:17][C:18]([O:21][CH3:22])=[CH:19][CH:20]=2)=[N:6][N:5]=1)[CH3:3] |f:4.5|. Procedure details: 2.85 ml of a 6.4N hydrogen chloride solution in ethanol were added to a solution of 5.1 g of the product of Example 6 in 5.1 ml of ethanol and then isopropyl ether was added thereto. The mixture was filtered and the recovered product was empasted several times with isopropyl ether, filtered and was dried. The product was dissolved in 350 ml of tetrahydrofuran and the solution was filtered and concentrated to a volume of 75 ml. The mixture was cooled, iced and filtered and the recovered product w... The reactants are CC(=O)OC(C)=O, O=c1c2cccnc2c(-c2ccccc2)c2n1CCN2, c1ccncc1. Product: CC(=O)N1CCn2c1c(-c1ccccc1)c1ncccc1c2=O. Reaction SMILES: [CH3:21][C:22](=[O:23])[O:24][C:25](=[O:26])[CH3:27].[c:1]1(-[c:7]2[c:8]3[n:9]([c:10](=[O:17])[c:11]4[cH:12][cH:13][cH:14][n:15][c:16]24)[CH2:18][CH2:19][NH:20]3)[cH:2][cH:3][cH:4][cH:5][cH:6]1.[cH:28]1[cH:29][cH:30][n:31][cH:32][cH:33]1>>[c:1]1(-[c:7]2[c:8]3[n:9]([c:10](=[O:17])[c:11]4[cH:12][cH:13][cH:14][n:15][c:16]24)[CH2:18][CH2:19][N:20]3[C:22]([CH3:21])=[O:23])[cH:2][cH:3][cH:4][cH:5][cH:6]1. Reactants: CC(C)(C)OC(=O)N1CCNCC1, CCOC1=C(C=C(C=C1)Br)Cl. The reagents and catalysts are C(=O)([O-])[O-].[Cs+].[Cs+], C1=CC=C(C=C1)P(C2=CC=CC=C2)C3=C(C4=CC=CC=C4C=C3)C5=C(C=CC6=CC=CC=C65)P(C7=CC=CC=C7)C8=CC=CC=C8, CC(=O)O.CC(=O)O.[Pd]. Solvent: CC1=CC=CC=C1. Conditions: temperature 80 celsius. The product is CCOC1=C(C=C(C=C1)N2CCN(CC2)C(=O)OC(C)(C)C)Cl. Yield: 0.0%. Reported procedure: In a 50 mL round-bottomed flask, PALLADIUM ACETATE (0.014 g, 0.06 mmol) was treated with BINAP (0.079 g, 0.13 mmol) under nitrogen in degassed Toluene (12.74 ml). The reaction was heated to 80 °C and was stirred for 10 min. To the flask was then added tert-butyl piperazine-1-carboxylate (0.237 g, 1.27 mmol), cesium carbonate (0.208 g, 0.64 mmol), potassium carbonate (0.176 g, 1.27 mmol), and 18-CROWN-6 (0.034 g, 0.13 mmol). The reaction was then treated with 4-bromo-2-chloro-1-ethoxybenzene (0.3... The reactants are NCCN1N=CC(=C1)NC(=O)C=1N=COC1C=1C=C(C=CC1)C (N-(1-(2-aminoethyl)-1H-pyrazol-4-yl)-5-(m-tolyl)oxazole-4-carboxamide), CC1=CC=C(C=C1)S(=O)(=O)OC[C@@H](C)NC(=O)OC(C)(C)C ((R)-2-((tert-butoxycarbonyl)amino)propyl 4-methylbenzenesulfonate), CC1=CC=C(C=C1)S(=O)(=O)OC[C@@H](C)NC(=O)OC(C)(C)C ((R)-2-((tert-butoxycarbonyl)amino)propyl 4-methylbenzenesulfonate). Product: N[C@@H](CN1N=CC(=C1)NC(=O)C=1N=COC1C=1C=C(C=CC1)C)C ((R)—N-(1-(2-Aminopropyl)-1H-pyrazol-4-yl)-5-(m-tolyl)oxazole-4-carboxamide). As a reaction SMILES: [NH2:1][CH2:2][CH2:3][N:4]1[CH:8]=[C:7]([NH:9][C:10]([C:12]2[N:13]=[CH:14][O:15][C:16]=2[C:17]2[CH:18]=[C:19]([CH3:23])[CH:20]=[CH:21][CH:22]=2)=[O:11])[CH:6]=[N:5]1.[CH3:24]C1C=CC(S(OC[C@H](NC(OC(C)(C)C)=O)C)(=O)=O)=CC=1>>[NH2:1][C@H:2]([CH3:24])[CH2:3][N:4]1[CH:8]=[C:7]([NH:9][C:10]([C:12]2[N:13]=[CH:14][O:15][C:16]=2[C:17]2[CH:18]=[C:19]([CH3:23])[CH:20]=[CH:21][CH:22]=2)=[O:11])[CH:6]=[N:5]1. Reported procedure: The title compound was synthesized according to procedure described for N-(1-(2-aminoethyl)-1H-pyrazol-4-yl)-5-(m-tolyl)oxazole-4-carboxamide starting with (R)-2-((tert-butoxycarbonyl)amino)propyl 4-methylbenzenesulfonate. Synthesis of (R)-2-((tert-butoxycarbonyl)amino)propyl 4-methylbenzenesulfonate was performed according to Bioorg. Med. Chem. 16 (2008) 1966-1982. LC-MS conditions B: tR=0.55 min, [M+H]+=326.11.